This data is from the Open Reaction Database (ORD), a public repository of structured organic reaction records. The task is: describe an organic reaction: reactants, conditions, products, and yield Starting materials: NC1CN(CC1)C(=O)OCC (ethyl 3-aminopyrrolidinecarboxylate), 25, C(=S)(Cl)Cl (carbonothioic dichloride), O (water), C([O-])([O-])=O.[Ca+2] (calcium carbonate). Solvent: ClC(Cl)Cl (trichloromethane). Reaction conditions: time 15 minute. Product: N(=C=S)C1CN(CC1)C(=O)OCC (ethyl 3-isothiocyanato-1-pyrrolidinecarboxylate). Yield: 69.3%. Reaction SMILES: [C:1](Cl)(Cl)=[S:2].O.[NH2:6][CH:7]1[CH2:11][CH2:10][N:9]([C:12]([O:14][CH2:15][CH3:16])=[O:13])[CH2:8]1.C(=O)([O-])[O-].[Ca+2]>ClC(Cl)Cl>[N:6]([CH:7]1[CH2:11][CH2:10][N:9]([C:12]([O:14][CH2:15][CH3:16])=[O:13])[CH2:8]1)=[C:1]=[S:2] |f:3.4|. Procedure: (a-1) To a stirred mixture of 25 parts of carbonothioic dichloride, 65 parts of water and 210 parts of trichloromethane were added dropwise 9.3 parts of ethyl 3-aminopyrrolidinecarboxylate. Upon completion, the reaction mixture was stirred for 15 minutes at room temperature. 10.7 Parts of calcium carbonate were added portionwise during a period of 10 minutes and stirring was continued overnight at room temperature. The reaction mixture was filtered and the separated organic layer was dried, filt... Starting materials: C(C)OC(C(C)(C)C#N)=O (2-cyano-2-methylpropanoic acid ethyl ester), [H][H] (hydrogen). The reagents and catalysts are [Ni] (Raney-nickel). The solvent is CO (methanol). Yields the product COC(C(CN)(C)C)=O (3-amino-2,2-dimethyl-propanoic acid methyl ester). Yield: 94.7%. As a reaction SMILES: [CH2:1]([O:3][C:4](=[O:10])[C:5]([C:8]#[N:9])([CH3:7])[CH3:6])C.[H][H]>[Ni].CO>[CH3:1][O:3][C:4](=[O:10])[C:5]([CH3:7])([CH3:6])[CH2:8][NH2:9]. Reported procedure: A mixture of 10 g of Raney-nickel 2800 was transferred to a 500 mL hydrogenation vessel and washed three times with 40 mL of methanol. Then, 180 mL of methanol and 25.0 g (0.177 mole) of 2-cyano-2-methylpropanoic acid ethyl ester was added and the mixture agitated on a Paar hydrogenator under a 50 psi atmosphere of hydrogen for 24 hours. The mixture was filtered through Celite, washing the filter pad with methanol, and then concentrated under reduced pressure to give 21.98 g of 3-amino-2,2-dimet... Reactants: Oc1ccc(Br)cc1F, CC(=O)[O-], CC1(C)OB(c2ccc(CC3CCCO3)cc2)OC1(C)C, ClCCl, OB(O)c1ccccc1. Product: Fc1cc(Br)ccc1Oc1ccccc1. RXN SMILES: [Br:10][c:11]1[cH:12][c:13]([F:18])[c:14]([OH:17])[cH:15][cH:16]1.[CH3:19][C:20](=[O:21])[O-:22].[CH3:23][C:24]1([CH3:25])[C:26]([CH3:27])([CH3:28])[O:29][B:30]([c:31]2[cH:32][cH:33][c:34]([CH2:35][CH:36]3[CH2:37][CH2:38][CH2:39][O:40]3)[cH:41][cH:42]2)[O:43]1.[Cl:44][CH2:45][Cl:46].[OH:1][B:2]([OH:3])[c:4]1[cH:5][cH:6][cH:7][cH:8][cH:9]1>>[c:4]1([O:17][c:14]2[c:13]([F:18])[cH:12][c:11]([Br:10])[cH:16][cH:15]2)[cH:5][cH:6][cH:7][cH:8][cH:9]1.